From a dataset of the Open Reaction Database (ORD), a public repository of structured organic reaction records. describe an organic reaction: reactants, conditions, products, and yield Starting materials: BrC1=NC=CC=C1 (2-bromopyridine), CC1(C2=C(C(=CC=C2)P(C3=CC=CC=C3)C4=CC=CC=C4)OC5=C(C=CC=C51)P(C6=CC=CC=C6)C7=CC=CC=C7)C (Xantphos), C(=O)([O-])[O-].[Cs+].[Cs+] (Cs2CO3), N1CCC(CC1)NC(OC(C)(C)C)=O (tert-butyl piperidin-4-ylcarbamate), BrC1=NC=CC=C1 (2-bromopyridine), CC1(C2=C(C(=CC=C2)P(C3=CC=CC=C3)C4=CC=CC=C4)OC5=C(C=CC=C51)P(C6=CC=CC=C6)C7=CC=CC=C7)C (Xantphos), C(=O)([O-])[O-].[Cs+].[Cs+] (Cs2CO3). The reagents and catalysts are C=1C=CC(=CC1)/C=C/C(=O)/C=C/C2=CC=CC=C2.C=1C=CC(=CC1)/C=C/C(=O)/C=C/C2=CC=CC=C2.C=1C=CC(=CC1)/C=C/C(=O)/C=C/C2=CC=CC=C2.[Pd].[Pd] (Pd2(dba)3), C=1C=CC(=CC1)/C=C/C(=O)/C=C/C2=CC=CC=C2.C=1C=CC(=CC1)/C=C/C(=O)/C=C/C2=CC=CC=C2.C=1C=CC(=CC1)/C=C/C(=O)/C=C/C2=CC=CC=C2.[Pd].[Pd] (Pd2(dba)3). Solvent: CCOC(=O)C (EtOAc), O (water). Conditions: temperature 100 celsius. Yields the product N1=C(C=CC=C1)N1CCC(CC1)NC(OC(C)(C)C)=O (tert-butyl 1-(pyridin-2-yl)piperidin-4-ylcarbamate). Yield: 312.9%. Reaction SMILES: [NH:1]1[CH2:6][CH2:5][CH:4]([NH:7][C:8](=[O:14])[O:9][C:10]([CH3:13])([CH3:12])[CH3:11])[CH2:3][CH2:2]1.Br[C:16]1[CH:21]=[CH:20][CH:19]=[CH:18][N:17]=1.CC1(C)C2C(=C(P(C3C=CC=CC=3)C3C=CC=CC=3)C=CC=2)OC2C(P(C3C=CC=CC=3)C3C=CC=CC=3)=CC=CC1=2.C([O-])([O-])=O.[Cs+].[Cs+]>CCOC(C)=O.O.C1C=CC(/C=C/C(/C=C/C2C=CC=CC=2)=O)=CC=1.C1C=CC(/C=C/C(/C=C/C2C=CC=CC=2)=O)=CC=1.C1C=CC(/C=C/C(/C=C/C2C=CC=CC=2)=O)=CC=1.[Pd].[Pd]>[N:17]1[CH:18]=[CH:19][CH:20]=[CH:21][C:16]=1[N:1]1[CH2:2][CH2:3][CH:4]([NH:7][C:8](=[O:14])[O:9][C:10]([CH3:11])([CH3:13])[CH3:12])[CH2:5][CH2:6]1 |f:3.4.5,8.9.10.11.12|. Procedure: The reaction mixture of tert-butyl piperidin-4-ylcarbamate (200 mg, 0.10 mmol), 2-bromopyridine (205 mg, 1.30 mmol), Pd2(dba)3 (18.0 mg, 0.02 mmol), Xantphos (35.0 mg, 0.06 mmol) and Cs2CO3 (490 mg, 1.50 mmol) was heated at 100° C. for 1 day. Additional 2-bromopyridine (205 mg, 1.30 mmol), Pd2(dba)3 (18.0 mg, 0.02 mmol), Xantphos (35.0 mg, 0.06 mmol), Cs2CO3 (490 mg, 1.50 mmol) were added to the reaction mixture, and heated at 100° C. for 1 day. The reaction mixture was cooled to room temperatur...